This data is from the Open Reaction Database (ORD), a public repository of structured organic reaction records. The task is: describe an organic reaction: reactants, conditions, products, and yield The reactants are Cc1ccc(N)cc1[N+](=O)[O-], CCN(C(C)C)C(C)C, O=C(OC(=O)C(Cl)(Cl)Cl)C(Cl)(Cl)Cl, ClCCl, Nc1ccccc1. The product is Cc1ccc(NC(=O)Nc2ccccc2)cc1[N+](=O)[O-]. As a reaction SMILES: [CH3:1][c:2]1[c:3]([N+:9](=[O:10])[O-:11])[cH:4][c:5]([NH2:8])[cH:6][cH:7]1.[CH:12]([N:13]([CH2:14][CH3:15])[CH:16]([CH3:17])[CH3:18])([CH3:19])[CH3:20].[Cl:21][C:22]([Cl:23])([Cl:24])[C:25]([O:27][C:26]([C:28]([Cl:29])([Cl:30])[Cl:32])=[O:31])=[O:33].[Cl:41][CH2:42][Cl:43].[c:34]1([NH2:40])[cH:35][cH:36][cH:37][cH:38][cH:39]1>>[CH3:1][c:2]1[c:3]([N+:9](=[O:10])[O-:11])[cH:4][c:5]([NH:8][C:26](=[O:31])[NH:40][c:34]2[cH:35][cH:36][cH:37][cH:38][cH:39]2)[cH:6][cH:7]1. Reactants: S(=O)(=O)(C1=CC=C(C)C=C1)Cl (tosyl chloride), alcohol, 2,toluene, S(=O)(=O)(C1=CC=C(C)C=C1)Cl (tosyl chloride), S(=O)(=O)(C1=CC=C(C)C=C1)Cl (Tosyl chloride), above reaction mixture, Cl (hydrochloric acid), S(=O)(=O)(C1=CC=C(C)C=C1)Cl (tosyl chloride), OP(=O)(O)O (H3PO4), S(=O)(=O)([O-])C1=CC=C(C)C=C1 (tosylate), S(=O)(=O)(C1=CC=C(C)C=C1)Cl (tosyl chloride), C1(=CC=C(C=C1)S(=O)(=O)Cl)C (p-toluenesulfonyl chloride), alcohol pyridine, O[C@@H](CC(=O)OC)C (methyl (R)-3-hydroxybutyrate). Run in O (water), O (water), O (water), CC#N (CH3CN), O (water), C(C)(=O)OCC (ethyl acetate), O (water), O (water), O (water), O (H2O), N1=CC=CC=C1 (pyridine). Reaction conditions: temperature 0 celsius, time 24 hour. Product: C1(=CC=C(C=C1)S(=O)(=O)O[C@@H](CC(=O)OC)C)C (Methyl (R)-3-(p-Toluenesulfonyloxy)butyrate). Reaction SMILES: [OH:1][C@H:2]([CH3:8])[CH2:3][C:4]([O:6][CH3:7])=[O:5].[C:9]1([CH3:19])[CH:14]=[CH:13][C:12]([S:15](Cl)(=[O:17])=[O:16])=[CH:11][CH:10]=1.Cl.OP(O)(O)=O.S(C1C=CC(C)=CC=1)([O-])(=O)=O>O.CC#N.C(OCC)(=O)C.N1C=CC=CC=1>[C:9]1([CH3:19])[CH:14]=[CH:13][C:12]([S:15]([O:1][C@H:2]([CH3:8])[CH2:3][C:4]([O:6][CH3:7])=[O:5])(=[O:17])=[O:16])=[CH:11][CH:10]=1. Procedure details: To a 22-L three-necked round-bottomed flask affixed with an overhead mechanical stirrer, thermocouple, nitrogen bubbler, and provision for external cooling was charged dry pyridine (3.0 L, K.F. <0.005%) and methyl (R)-3-hydroxybutyrate (1.14 assay Kg, 9.67 moles, K.F. <0.005 wt %). While maintaining the temperature at <-5° C., p-toluenesulfonyl chloride (2.35 Kg, 98% tech. grade, 12.4 mole) was added to the alcohol/pyridine mixture. (The charge of tosyl chloride should be at least 125 mole % of ...